Dataset: the Open Reaction Database (ORD), a public repository of structured organic reaction records. Task: describe an organic reaction: reactants, conditions, products, and yield Reactants: CC(=O)OC(C)=O, N#CSc1ccc2nc(N)sc2c1, c1ccncc1. Product: CC(=O)Nc1nc2ccc(SC#N)cc2s1. Reaction SMILES: [CH3:1][C:2]([O:3][C:5]([CH3:6])=[O:7])=[O:4].[NH2:8][c:9]1[s:10][c:11]2[c:12]([n:13]1)[cH:14][cH:15][c:16]([S:18][C:19]#[N:20])[cH:17]2.[cH:21]1[cH:22][cH:23][n:24][cH:25][cH:26]1>>[C:5]([CH3:6])(=[O:7])[NH:8][c:9]1[s:10][c:11]2[c:12]([n:13]1)[cH:14][cH:15][c:16]([S:18][C:19]#[N:20])[cH:17]2. The product is Cn1c(=O)n(CCCCl)c2ccccc21. RXN SMILES: [Br:14][CH2:15][CH2:16][CH2:17][Cl:18].[CH2:20]([N+:21]([CH2:22][CH3:23])([CH2:24][CH3:25])[CH2:26][c:27]1[cH:28][cH:29][cH:30][cH:31][cH:32]1)[CH3:33].[CH3:1][n:2]1[c:3](=[O:11])[nH:4][c:5]2[c:6]1[cH:7][cH:8][cH:9][cH:10]2.[Cl-:19].[Na+:13].[OH-:12]>>[CH3:1][n:2]1[c:3](=[O:11])[n:4]([CH2:15][CH2:16][CH2:17][Cl:18])[c:5]2[c:6]1[cH:7][cH:8][cH:9][cH:10]2. Reactants: ClCCCBr, CC[N+](CC)(CC)Cc1ccccc1, Cn1c(=O)[nH]c2ccccc21, [Cl-], [Na+], [OH-]. Starting materials: CN(C(=O)Cl)c1ccccc1, COc1ccc(C(=O)Cc2c(Cl)cncc2Cl)cc1OC. Product: COc1ccc(C(=Cc2c(Cl)cncc2Cl)OC(=O)N(C)c2ccccc2)cc1OC. As a reaction SMILES: [CH3:1][N:2]([C:3](=[O:4])[Cl:5])[c:6]1[cH:7][cH:8][cH:9][cH:10][cH:11]1.[Cl:12][c:13]1[cH:14][n:15][cH:16][c:17]([Cl:32])[c:18]1[CH2:19][C:20](=[O:21])[c:22]1[cH:23][c:24]([O:30][CH3:31])[c:25]([O:28][CH3:29])[cH:26][cH:27]1>>[CH3:1][N:2]([C:3](=[O:4])[O:21][C:20](=[CH:19][c:18]1[c:13]([Cl:12])[cH:14][n:15][cH:16][c:17]1[Cl:32])[c:22]1[cH:23][c:24]([O:30][CH3:31])[c:25]([O:28][CH3:29])[cH:26][cH:27]1)[c:6]1[cH:7][cH:8][cH:9][cH:10][cH:11]1. Reactants: COC(=O)c1c(O)c2cccc(Cl)c2oc1=O, COCCO, NCC(=O)O, [Na]. Yields the product O=C(O)CNC(=O)c1c(O)c2cccc(Cl)c2oc1=O. Reaction SMILES: [CH3:1][O:2][C:3](=[O:4])[c:5]1[c:6](=[O:17])[o:7][c:8]2[c:9]([Cl:16])[cH:10][cH:11][cH:12][c:13]2[c:14]1[OH:15].[CH3:24][O:25][CH2:26][CH2:27][OH:28].[NH2:19][CH2:20][C:21](=[O:22])[OH:23].[Na:18]>>[C:3](=[O:4])([c:5]1[c:6](=[O:17])[o:7][c:8]2[c:9]([Cl:16])[cH:10][cH:11][cH:12][c:13]2[c:14]1[OH:15])[NH:19][CH2:20][C:21](=[O:22])[OH:23]. Starting materials: CSC(=NC#N)SC, Cc1nc[nH]c1CSCCN, CCO. The product is CSC(=NCCSCc1[nH]cnc1C)NC#N. As a reaction SMILES: [CH3:12][S:13][C:14]([S:15][CH3:16])=[N:17][C:18]#[N:19].[CH3:1][c:2]1[n:3][cH:4][nH:5][c:6]1[CH2:7][S:8][CH2:9][CH2:10][NH2:11].[CH3:20][CH2:21][OH:22]>>[CH3:1][c:2]1[n:3][cH:4][nH:5][c:6]1[CH2:7][S:8][CH2:9][CH2:10][N:11]=[C:14]([S:13][CH3:12])[NH:17][C:18]#[N:19]. The reactants are C1(=CC=CC=C1)[C@@H]1NC(OC1)=O ((4S)-4-phenyl-1,3-oxazolidin-2-one), [Li]CCCC (n-BuLi), C(\C=C\C)(=O)Cl ((2E)-but-2-enoyl chloride). Solvent: C1CCOC1 (THF). The product is C(\C=C\C)(=O)N1C(OC[C@@H]1C1=CC=CC=C1)=O ((4S)-3-[(2E)-but-2-enoyl]-4-phenyl-1,3-oxazolidin-2-one). The yield is 92.4%. RXN SMILES: [C:1]1([C@H:7]2[CH2:11][O:10][C:9](=[O:12])[NH:8]2)[CH:6]=[CH:5][CH:4]=[CH:3][CH:2]=1.[Li]CCCC.[C:18](Cl)(=[O:22])/[CH:19]=[CH:20]/[CH3:21]>C1COCC1>[C:18]([N:8]1[C@@H:7]([C:1]2[CH:2]=[CH:3][CH:4]=[CH:5][CH:6]=2)[CH2:11][O:10][C:9]1=[O:12])(=[O:22])/[CH:19]=[CH:20]/[CH3:21]. Procedure: To a stirred solution of (4S)-4-phenyl-1,3-oxazolidin-2-one (12 g, 73.5 mmol) in THF (200 mL) was added n-BuLi (2.5 M, 29.4 mL, 73.5 mmol) dropwise via a syringe at −78° C. The resulting reaction mixture was stirred at −78° C. for 5 minutes before (2E)-but-2-enoyl chloride (8.46 mL, 88.0 mmol) was added dropwise via a syringe. The reaction mixture was allowed to warm to ambient temperature and was quenched by addition of brine (100 mL) and water (100 mL). A mixture of ethyl acetate and hexanes (... Reported procedure: 38 mg (0.332 mM) of methanesulfonyl chloride are added to a mixture of 0.25 ml of dimethylformamide and 1.5 ml of tetrahydrofuran in a 15 ml reactor. 100 mg (0.332 mM) of 2-{2-(4-aminophenoxy)ethoxy}phenylpropanoic acid are then added, followed by addition of 0.060 ml (0.74 mM) of pyridine. The reaction medium is then stirred for 48 hours at room temperature. After extraction with ethyl acetate, 20 mg of 2-{2-[4-(methylsulfonylamino)phenoxy]ethoxy}phenyl-propanoic acid are obtained (yield: 16%). Isolated yield 16.0%. The reactants are CS(=O)(=O)Cl (methanesulfonyl chloride), CN(C=O)C (dimethylformamide), O1CCCC1 (tetrahydrofuran), NC1=CC=C(OCCOC2=C(C=CC=C2)C(C(=O)O)C)C=C1 (2-{2-(4-aminophenoxy)ethoxy}phenylpropanoic acid). Run at time 48 hour. As a reaction SMILES: [CH3:1][S:2](Cl)(=[O:4])=[O:3].CN(C)C=O.O1CCCC1.[NH2:16][C:17]1[CH:37]=[CH:36][C:20]([O:21][CH2:22][CH2:23][O:24][C:25]2[CH:30]=[CH:29][CH:28]=[CH:27][C:26]=2[CH:31]([CH3:35])[C:32]([OH:34])=[O:33])=[CH:19][CH:18]=1>N1C=CC=CC=1>[CH3:1][S:2]([NH:16][C:17]1[CH:18]=[CH:19][C:20]([O:21][CH2:22][CH2:23][O:24][C:25]2[CH:30]=[CH:29][CH:28]=[CH:27][C:26]=2[CH:31]([CH3:35])[C:32]([OH:34])=[O:33])=[CH:36][CH:37]=1)(=[O:4])=[O:3]. Solvent: N1=CC=CC=C1 (pyridine). Yields the product CS(=O)(=O)NC1=CC=C(OCCOC2=C(C=CC=C2)C(C(=O)O)C)C=C1 (2-{2-[4-(Methylsulfonylamino)phenoxy]ethoxy}phenylpropanoic acid). Product: Cn1ncc2c(-c3ccc(NC(=O)Nc4cccc(C(F)(F)F)c4)cc3)ccnc21. Reactants: CCO, O=N[O-], Cn1nc(N)c2c(-c3ccc(NC(=O)Nc4cccc(C(F)(F)F)c4)cc3)ccnc21, [Na+], O=S(=O)(O)O. Reaction SMILES: [CH3:41][CH2:42][OH:43].[N:37]([O-:38])=[O:39].[NH2:1][c:2]1[n:3][n:4]([CH3:31])[c:5]2[n:6][cH:7][cH:8][c:9](-[c:11]3[cH:12][cH:13][c:14]([NH:17][C:18](=[O:19])[NH:20][c:21]4[cH:22][c:23]([C:27]([F:28])([F:29])[F:30])[cH:24][cH:25][cH:26]4)[cH:15][cH:16]3)[c:10]12.[Na+:40].[S:32](=[O:33])(=[O:34])([OH:35])[OH:36]>>[cH:2]1[n:3][n:4]([CH3:31])[c:5]2[n:6][cH:7][cH:8][c:9](-[c:11]3[cH:12][cH:13][c:14]([NH:17][C:18](=[O:19])[NH:20][c:21]4[cH:22][c:23]([C:27]([F:28])([F:29])[F:30])[cH:24][cH:25][cH:26]4)[cH:15][cH:16]3)[c:10]12.